This data is from the Open Reaction Database (ORD), a public repository of structured organic reaction records. The task is: describe an organic reaction: reactants, conditions, products, and yield The reactants are N[C@@H](CCN1CCC(CC1)C=1C=C(C=CC1)NC(C(C)C)=O)C1=CC=CC=C1 (N-(3-{1-[(3S)-3-amino-3-phenylpropyl]-4-piperidinyl}phenyl)-2-methylpropanamide), N1=C(C=CC=C1)C(=O)Cl (2-pyridinecarbonyl chloride). The product is C(C(C)C)(=O)NC=1C=C(C=CC1)C1CCN(CC1)CC[C@@H](C1=CC=CC=C1)NC(=O)C1=NC=CC=C1 (N-((1S)-3-{4-[3-(ISOBUTYRYLAMINO)PHENYL]-1-PIPERIDINYL}-1-PHENYLPROPYL)-2-PYRIDINECARBOXAMIDE). As a reaction SMILES: [NH2:1][C@H:2]([C:23]1[CH:28]=[CH:27][CH:26]=[CH:25][CH:24]=1)[CH2:3][CH2:4][N:5]1[CH2:10][CH2:9][CH:8]([C:11]2[CH:12]=[C:13]([NH:17][C:18](=[O:22])[CH:19]([CH3:21])[CH3:20])[CH:14]=[CH:15][CH:16]=2)[CH2:7][CH2:6]1.[N:29]1[CH:34]=[CH:33][CH:32]=[CH:31][C:30]=1[C:35](Cl)=[O:36]>>[C:18]([NH:17][C:13]1[CH:12]=[C:11]([CH:8]2[CH2:9][CH2:10][N:5]([CH2:4][CH2:3][C@H:2]([NH:1][C:35]([C:30]3[CH:31]=[CH:32][CH:33]=[CH:34][N:29]=3)=[O:36])[C:23]3[CH:24]=[CH:25][CH:26]=[CH:27][CH:28]=3)[CH2:6][CH2:7]2)[CH:16]=[CH:15][CH:14]=1)(=[O:22])[CH:19]([CH3:21])[CH3:20]. Reported procedure: Prepared by Procedure Q1 and Scheme AC using N-(3-{1-[(3S)-3-amino-3-phenylpropyl]-4-piperidinyl}phenyl)-2-methylpropanamide and 2-pyridinecarbonyl chloride: ESMS m/e: 484.6 (M+H)+. The reactants are OC=1C=C(C=CC1)NC(C)=O (N-(3-hydroxyphenyl)acetamide), C=O (formaldehyde), O (water), N1CCCC1 (pyrrolidine). Solvent: CCO (EtOH). The product is OC=1C=C(C=CC1CN1CCCC1)NC(C)=O (N-[3-hydroxy-4-(pyrrolidin-1-ylmethyl)phenyl]acetamide). Isolated yield 29.0%. As a reaction SMILES: [OH:1][C:2]1[CH:3]=[C:4]([NH:8][C:9](=[O:11])[CH3:10])[CH:5]=[CH:6][CH:7]=1.[CH2:12]=O.O.[NH:15]1[CH2:19][CH2:18][CH2:17][CH2:16]1>CCO>[OH:1][C:2]1[CH:3]=[C:4]([NH:8][C:9](=[O:11])[CH3:10])[CH:5]=[CH:6][C:7]=1[CH2:12][N:15]1[CH2:19][CH2:18][CH2:17][CH2:16]1. Procedure details: N-(3-hydroxyphenyl)acetamide (0.50 g, 3.31 mmol), formaldehyde 37% in water (678 μL, 2.7 eq), and pyrrolidine (276 μL, 1 eq) were dissolved in 10 mL of EtOH. The reaction mixture was refluxed overnight, evaporated and purified by flash chromatography (DCM/MeOH/NH4OH 9.6:0.4:0.1) to yield expected compound as a pale yellow oil (224 mg, 29% yield). LC-MS: m/z (ESI) 235.13 [M+H]+ The reactants are C1(CCCCC1)N1N=C(C=2N=C(NC(C21)=O)C2=C(C=C(C=C2)/C=C/C(=O)OC)OC)C (Methyl (2E)-3-[4-(1-cyclohexyl-3-methyl-7-oxo-6,7-dihydro-1H-pyrazolo[4,3-d]pyrimidin-5-yl)-3-methoxyphenyl]-2-propenate), [H][H] (hydrogen). The reagents and catalysts are [Pt]=O (platinum oxide). The solvent is O1CCCC1 (tetrahydrofuran). Yields the product C1(CCCCC1)N1N=C(C=2N=C(NC(C21)=O)C2=C(C=C(C=C2)CCC(=O)OC)OC)C (Methyl 3-[4-(1-cyclohexyl-3-methyl-7-oxo-6,7-dihydro-1H-pyrazolo[4,3-d]pyrimidin-5-yl)-3-methoxyphenyl]propanate). The yield is 81.7%. RXN SMILES: [CH:1]1([N:7]2[C:15]3[C:14](=[O:16])[NH:13][C:12]([C:17]4[CH:22]=[CH:21][C:20](/[CH:23]=[CH:24]/[C:25]([O:27][CH3:28])=[O:26])=[CH:19][C:18]=4[O:29][CH3:30])=[N:11][C:10]=3[C:9]([CH3:31])=[N:8]2)[CH2:6][CH2:5][CH2:4][CH2:3][CH2:2]1.[H][H]>[Pt]=O.O1CCCC1>[CH:1]1([N:7]2[C:15]3[C:14](=[O:16])[NH:13][C:12]([C:17]4[CH:22]=[CH:21][C:20]([CH2:23][CH2:24][C:25]([O:27][CH3:28])=[O:26])=[CH:19][C:18]=4[O:29][CH3:30])=[N:11][C:10]=3[C:9]([CH3:31])=[N:8]2)[CH2:2][CH2:3][CH2:4][CH2:5][CH2:6]1. Procedure details: To a 2 ml tetrahydrofuran solution of 63 mg (0.15 mmol) of the compound obtained in Example 226, 6 mg of platinum oxide was added, and the mixture was stirred for 3.5 hours in an atmosphere of hydrogen at room temperature and atmospheric pressure. Then, the catalyst was removed by filtration, and the filtrate was distilled under reduced pressure. The residue was purified by silica gel column chromatography (ethyl acetate/hexane=1/1) to obtain 52 mg (82%) of the captioned compound. Starting materials: NC1=CC=C(C=C)C=C1 (4-aminostyrene), FC(C=1C=C(C=C(C1)C(F)(F)F)N=C=S)(F)F (3,5-bis-(trifluoromethyl)phenyl isothiocyanate). Run in C1CCOC1 (THF). The product is C(=C)C1=CC=C(C=C1)NC(=S)NC1=CC(=CC(=C1)C(F)(F)F)C(F)(F)F (1-(4-Vinylphenyl)-3-(3,5-bis(trifluromethyl)phenyl)-thiourea). The yield is 60.0%. RXN SMILES: [NH2:1][C:2]1[CH:9]=[CH:8][C:5]([CH:6]=[CH2:7])=[CH:4][CH:3]=1.[F:10][C:11]([F:26])([F:25])[C:12]1[CH:13]=[C:14]([N:22]=[C:23]=[S:24])[CH:15]=[C:16]([C:18]([F:21])([F:20])[F:19])[CH:17]=1>C1COCC1>[CH:6]([C:5]1[CH:8]=[CH:9][C:2]([NH:1][C:23]([NH:22][C:14]2[CH:15]=[C:16]([C:18]([F:19])([F:20])[F:21])[CH:17]=[C:12]([C:11]([F:10])([F:25])[F:26])[CH:13]=2)=[S:24])=[CH:3][CH:4]=1)=[CH2:7]. Procedure: To a stirred solution of 4-aminostyrene (3.5 mmol) in dry THF (20 mL) under nitrogen was added 3,5-bis-(trifluoromethyl)phenyl isothiocyanate (3.5 mmol). The solution was refluxed overnight and then the solvent was evaporated under reduced pressure. The resulting solid residue was purified by column chromatography to yield the desired product in 60% yield. Starting materials: ClC1=C(C(=CC=C1Cl)F)C(C)OC1=C(C=C(N)C=C1)F (4-[1-(2,3-dichloro-6-fluorophenyl)ethoxy]-3-fluoroaniline), [S-]C#N.[K+] (potassium thiocyanate), BrBr (dibromine). Product: ClC1=C(C(=CC=C1Cl)F)C(C)OC1=CC2=C(N=C(S2)N)C=C1F (6-[1-(2,3-dichloro-6-fluorophenyl)ethoxy]-5-fluoro-1,3-benzothiazol-2-amine). Yield: 97.5%. Reaction SMILES: [Cl:1][C:2]1[C:7]([Cl:8])=[CH:6][CH:5]=[C:4]([F:9])[C:3]=1[CH:10]([O:12][C:13]1[CH:19]=[CH:18][C:16]([NH2:17])=[CH:15][C:14]=1[F:20])[CH3:11].[S-:21][C:22]#[N:23].[K+].BrBr>>[Cl:1][C:2]1[C:7]([Cl:8])=[CH:6][CH:5]=[C:4]([F:9])[C:3]=1[CH:10]([O:12][C:13]1[C:14]([F:20])=[CH:15][C:16]2[N:17]=[C:22]([NH2:23])[S:21][C:18]=2[CH:19]=1)[CH3:11] |f:1.2|. Procedure: 6-[1-(2,3-Dichloro-6-fluorophenyl)ethoxy]-5-fluoro-1,3-benzothiazol-2-amine was prepared according to the method described in Example 20d but from 2 g of 4-[1-(2,3-dichloro-6-fluorophenyl)ethoxy]-3-fluoroaniline, 2.44 g of potassium thiocyanate and 0.322 cm3 of dibromine. We obtain 2.3 g of 6-[1-(2,3-dichloro-6-fluorophenyl)ethoxy]-5-fluoro-1,3-benzothiazol-2-amine in the form of a cream-coloured powder, which has the following characteristics: